This data is from the Open Reaction Database (ORD), a public repository of structured organic reaction records. The task is: describe an organic reaction: reactants, conditions, products, and yield The reactants are C[C@H]1[C@H](N(CCC1)C(=O)C1=C(C=CC(=C1)C)C=1C=NN(C1)C)CNC1=NC=C(C=C1)C(F)(F)F (((2S,3R)-3-methyl-2-(((5-(trifluoromethyl)pyridin-2-yl)amino)methyl)piperidin-1-yl)(5-methyl-2-(1-methyl-1H-pyrazol-4-yl)phenyl)methanone), NC[C@H]1N(CCC[C@H]1C)C(=O)C1=NC(=CC=C1C1=CC=C(C=C1)F)C (((2S,3R)-2-(aminomethyl)-3-methylpiperidin-1-yl)(3-(4-fluorophenyl)-6-methylpyridin-2-yl)methanone). Product: FC1=CC=C(C=C1)C=1C(=NC(=CC1)C)C(=O)N1[C@@H]([C@@H](CCC1)C)CNC1=NC=C(C=C1)C(F)(F)F ((3-(4-Fluorophenyl)-6-methylpyridin-2-yl)((2S,3R)-3-methyl-2-(((5-(trifluoromethyl)pyridin-2-yl)amino)methyl)piperidin-1-yl)methanone). Reaction SMILES: [CH3:1][C@@H:2]1[CH2:7][CH2:6][CH2:5][N:4]([C:8](C2C=C(C)C=CC=2C2C=NN(C)C=2)=[O:9])[C@@H:3]1[CH2:23][NH:24][C:25]1[CH:30]=[CH:29][C:28]([C:31]([F:34])([F:33])[F:32])=[CH:27][N:26]=1.NC[C@@H]1[C@H](C)CCCN1C([C:46]1[C:51]([C:52]2[CH:57]=[CH:56][C:55]([F:58])=[CH:54][CH:53]=2)=[CH:50][CH:49]=[C:48]([CH3:59])[N:47]=1)=O>>[F:58][C:55]1[CH:54]=[CH:53][C:52]([C:51]2[C:46]([C:8]([N:4]3[CH2:5][CH2:6][CH2:7][C@@H:2]([CH3:1])[C@H:3]3[CH2:23][NH:24][C:25]3[CH:30]=[CH:29][C:28]([C:31]([F:32])([F:34])[F:33])=[CH:27][N:26]=3)=[O:9])=[N:47][C:48]([CH3:59])=[CH:49][CH:50]=2)=[CH:57][CH:56]=1. Procedure: The title compound was synthesized following the same general protocol as described for ((2S,3R)-3-methyl-2-(((5-(trifluoromethyl)pyridin-2-yl)amino)methyl)piperidin-1-yl)(5-methyl-2-(1-methyl-1H-pyrazol-4-yl)phenyl)methanone in Example A1, using ((2S,3R)-2-(aminomethyl)-3-methylpiperidin-1-yl)(3-(4-fluorophenyl)-6-methylpyridin-2-yl)methanone. ESI-MS (m/z): 487 [M+1]+. The reactants are NC=1C(NC=C(C1)C1=NC(=CC(=C1)C)C)=O (3-Amino-5-(4,6-dimethyl-2-pyridinyl)-2(1H)-pyridinone), O=C1C(C(=O)N)=CC(=CN1)C1=NC(=CC(=C1)C)C (1,2-dihydro-2-oxo-5-(4,6-dimethyl-2-pyridinyl)-nicotinamide). Product: NC=1C(NC=C(C1)C1=CC=NC=C1)=O (3-Amino-5-(4-pyridinyl)-2(1H)-pyridinone). As a reaction SMILES: [NH2:1][C:2]1[C:3](=[O:16])[NH:4][CH:5]=[C:6]([C:8]2[CH:13]=[C:12](C)C=C(C)N=2)[CH:7]=1.O=C1NC=C(C2C=C(C)C=C(C)N=2)C=[C:19]1[C:20]([NH2:22])=O>>[NH2:1][C:2]1[C:3](=[O:16])[NH:4][CH:5]=[C:6]([C:8]2[CH:13]=[CH:12][N:22]=[CH:20][CH:19]=2)[CH:7]=1. Reported procedure: F-7. 3-Amino-5-(4,6-dimethyl-2-pyridinyl)-2(1H)-pyridinone using 1,2-dihydro-2-oxo-5-(4,6-dimethyl-2-pyridinyl)-nicotinamide. Starting materials: C1(CCCCCN1)=O (6-caprolactam), C=O (paraformaldehyde), C(=O)([O-])[O-].[K+].[K+] (K2CO3), C(O)N1C(CCCCC1)=O (N-methylol-caprolactam). Reaction conditions: temperature 50 celsius, time 2 hour. Product: C(O)C1C(=O)NCCCC1 (methylolcaprolactam). RXN SMILES: [C:1]1(=[O:8])[NH:7][CH2:6][CH2:5][CH2:4][CH2:3][CH2:2]1.C=O.[C:11]([O-])([O-])=[O:12].[K+].[K+].C(N1CCCCCC1=O)O>>[CH2:11]([CH:2]1[CH2:3][CH2:4][CH2:5][CH2:6][NH:7][C:1]1=[O:8])[OH:12] |f:2.3.4|. Reported procedure: 1,130 g (10.00 mol) of 6-caprolactam, 306.1 g (10.00 mol) of 98% purity paraformaldehyde and 6.91 g (0.05 mol) of ground K2CO3 were brought to reaction. Apart from the catalyst, a clear solution was present. After 2 hours, the mixture was cooled to 50° C.; a few grains of pure N-methylol-caprolactam were added as seed crystals. 1,428 g of methylolcaprolactam (=99.9% of the theoretical yield) were obtained. Reactants: [H-].[Na+] (sodium hydride), [OH-].[K+] (potassium hydroxide), OC1=NN2C(N=C(C=C2C)C)=C1 (2-hydroxy-5,7-dimethylpyrazolo[1,5-a]pyrimidine), CN(C(=S)Cl)C (dimethylthiocarbamoyl chloride). Run in CN(C=O)C (dimethylformamide). Run at time 30 minute. Product: CN(C(=S)OC1=NN2C(N=C(C=C2C)C)=C1)C (2-(N,N-dimethyl thiocarbamoyloxy)-5,7-dimethylpyrazolo[1,5-a]pyrimidine). Yield: 52.9%. RXN SMILES: [H-].[Na+].[OH:3][C:4]1[CH:14]=[C:7]2[N:8]=[C:9]([CH3:13])[CH:10]=[C:11]([CH3:12])[N:6]2[N:5]=1.[CH3:15][N:16]([CH3:20])[C:17](Cl)=[S:18].[OH-].[K+]>CN(C)C=O>[CH3:15][N:16]([CH3:20])[C:17]([O:3][C:4]1[CH:14]=[C:7]2[N:8]=[C:9]([CH3:13])[CH:10]=[C:11]([CH3:12])[N:6]2[N:5]=1)=[S:18] |f:0.1,4.5|. Procedure details: 60% oily sodium hydride (3.9 g) is suspended in 100 ml of dimethylformamide, to which 22.8 g of 2-hydroxy-5,7-dimethylpyrazolo[1,5-a]pyrimidine is added under cooling to maintain the reaction solution at 20°-30° C. and then stirred for 30 minutes at the above temperature. To the reaction solution, 22.5 g of dimethylthiocarbamoyl chloride is added during 1.5 hours and then stirred for 2 hours at 70°-80° C. After cooling, 800 ml of 1% aqueous potassium hydroxide solution is added to the reaction s... Reactants: C1(=CC=CC=C1)C1=CSC2=C1C=CC(=C2)OC (3-phenyl-6-methoxybenzothiophene), ClC=1C=C(C(=O)Cl)C=CC1 (3-chlorobenzoyl chloride), [Cl-].[Al+3].[Cl-].[Cl-] (aluminum chloride). The solvent is ClCCCl (1,2-dichloroethane). Run at temperature 0 celsius. Yields the product ClC=1C=C(C(=O)C=2SC3=C(C2C2=CC=CC=C2)C=CC(=C3)OC)C=CC1 (2-(3-Chlorobenzoyl)-3-phenyl-6-methoxybenzothiophene). RXN SMILES: [C:1]1([C:7]2[C:11]3[CH:12]=[CH:13][C:14]([O:16][CH3:17])=[CH:15][C:10]=3[S:9][CH:8]=2)[CH:6]=[CH:5][CH:4]=[CH:3][CH:2]=1.[Cl:18][C:19]1[CH:20]=[C:21]([CH:25]=[CH:26][CH:27]=1)[C:22](Cl)=[O:23].[Cl-].[Al+3].[Cl-].[Cl-]>ClCCCl>[Cl:18][C:19]1[CH:20]=[C:21]([CH:25]=[CH:26][CH:27]=1)[C:22]([C:8]1[S:9][C:10]2[CH:15]=[C:14]([O:16][CH3:17])[CH:13]=[CH:12][C:11]=2[C:7]=1[C:1]1[CH:2]=[CH:3][CH:4]=[CH:5][CH:6]=1)=[O:23] |f:2.3.4.5|. Reported procedure: To 200 ml. of 1,2-dichloroethane were added 10.0 g. (0.042 mole) of 3-phenyl-6-methoxybenzothiophene and 6.5 g. (0.042 mole) of 3-chlorobenzoyl chloride. The mixture was stirred and cooled to 0° C., and 5.73 g. (0.042 mole) of aluminum chloride were added. The mixture was stirred for about one hour and ice then was added. The resulting organic layer was separated from the aqueous. The aqueous layer was washed with chloroform, and the chloroform was separated and added to the organic layer. The o...